From a dataset of the Open Reaction Database (ORD), a public repository of structured organic reaction records. describe an organic reaction: reactants, conditions, products, and yield The reactants are [H-].[Na+] (Sodium hydride), N1C=NC=C1 (imidazole), ClC=1C=CC2=C(C(=NO2)CBr)C1 (5-chloro-3-bromomethyl-1,2-benzisoxazole). The solvent is CN(C=O)C (dimethylformamide), CN(C=O)C (dimethylformamide). Reaction conditions: time 1 hour. Product: ClC=1C=CC2=C(C(=NO2)CN2C=NC=C2)C1 (5-chloro-3-[(1H-imidazol-1-yl)methyl]-1,2-benzisoxazole). Reaction SMILES: [H-].[Na+].[NH:3]1[CH:7]=[CH:6][N:5]=[CH:4]1.[Cl:8][C:9]1[CH:10]=[CH:11][C:12]2[O:16][N:15]=[C:14]([CH2:17]Br)[C:13]=2[CH:19]=1>CN(C)C=O>[Cl:8][C:9]1[CH:10]=[CH:11][C:12]2[O:16][N:15]=[C:14]([CH2:17][N:3]3[CH:7]=[CH:6][N:5]=[CH:4]3)[C:13]=2[CH:19]=1 |f:0.1|. Reported procedure: Sodium hydride (60% in mineral oil, 276.6 g, 6.92 moles) is added in portions to a solution of imidazole (471 g, 6.92 moles) in dimethylformamide (4 L) over a period of 1 hour. After the addition is complete, the resulting suspension is stirred for 1 hour at ambient temperature. A solution of 5-chloro-3-bromomethyl-1,2-benzisoxazole (1.57 kg, 6.37 moles) in dimethylformamide (3 L) is then added over a period of 30 minutes, during which time there is an exotherm from 24° C. to 68° C. On completio... Reactants: CC1=C(N=C(O1)C1=CC=CC=C1)COC1=CC=C(CON)C=C1 (4-(5-methyl-2-phenyl-4-oxazolylmethoxy)benzyloxyamine), O=C(CCCCCC(=O)OCC)C1=CC=CC=C1 (ethyl 7-oxo-7-phenylheptanoate), C(C)(=O)O (acetic acid), C(C)(=O)[O-].[Na+] (sodium acetate). Solvent: O (Water), C(C)(=O)OCC.CCCCCC (ethyl acetate hexane), C(C)O (ethanol). The product is CC1=C(N=C(O1)C1=CC=CC=C1)COC1=CC=C(CO\N=C(/CCCCCC(=O)OCC)\C2=CC=CC=C2)C=C1 (ethyl E-7-[4-(5-methyl-2-phenyl-4-oxazolylmethoxy)benzyloxyimino]-7-phenylheptanoate). The yield is 76.5%. Reaction SMILES: [CH3:1][C:2]1[O:6][C:5]([C:7]2[CH:12]=[CH:11][CH:10]=[CH:9][CH:8]=2)=[N:4][C:3]=1[CH2:13][O:14][C:15]1[CH:23]=[CH:22][C:18]([CH2:19][O:20][NH2:21])=[CH:17][CH:16]=1.O=[C:25]([C:36]1[CH:41]=[CH:40][CH:39]=[CH:38][CH:37]=1)[CH2:26][CH2:27][CH2:28][CH2:29][CH2:30][C:31]([O:33][CH2:34][CH3:35])=[O:32].C(O)(=O)C.C([O-])(=O)C.[Na+]>C(OCC)(=O)C.CCCCCC.O.C(O)C>[CH3:1][C:2]1[O:6][C:5]([C:7]2[CH:8]=[CH:9][CH:10]=[CH:11][CH:12]=2)=[N:4][C:3]=1[CH2:13][O:14][C:15]1[CH:16]=[CH:17][C:18]([CH2:19][O:20]/[N:21]=[C:25](/[C:36]2[CH:37]=[CH:38][CH:39]=[CH:40][CH:41]=2)\[CH2:26][CH2:27][CH2:28][CH2:29][CH2:30][C:31]([O:33][CH2:34][CH3:35])=[O:32])=[CH:22][CH:23]=1 |f:3.4,5.6|. Reported procedure: After a mixture of 4-(5-methyl-2-phenyl-4-oxazolylmethoxy)benzyloxyamine (600 mg), ethyl 7-oxo-7-phenylheptanoate (959 mg), acetic acid (0.331 ml), sodium acetate (317 mg) and ethanol (20 ml) was heated to reflux for 18 hours, the mixture was cooled to room temperature. Water was added to the reaction mixture and extracted with ethyl acetate. The ethyl acetate layer was washed with an aqueous saturated solution of sodium chloride, dried (MgSO4) and concentrated. The residue was subjected to sili... Starting materials: S1C2=C(C=C1CNC1=NC(=NC(=C1)Cl)C)C=CC=C2 (benzo[b]thiophen-2-ylmethyl-(6-chloro-2-methyl-pyrimidin-4-yl)-amine), C(=O)(O)C(C)(C)C=1C=C(C=CC1)B(O)O (3-(1-carboxy-1-methyl-ethyl)-phenyl boronic acid), C(=O)([O-])[O-].[Cs+].[Cs+] (Cs2CO3). The reagents and catalysts are C=1C=CC(=CC1)[P](C=2C=CC=CC2)(C=3C=CC=CC3)[Pd]([P](C=4C=CC=CC4)(C=5C=CC=CC5)C=6C=CC=CC6)([P](C=7C=CC=CC7)(C=8C=CC=CC8)C=9C=CC=CC9)[P](C=1C=CC=CC1)(C=1C=CC=CC1)C=1C=CC=CC1 (tetrakis(triphenylphosphine)palladium). The solvent is COCCOC (ethylene glycol dimethyl ether), O (water), O (water). Run at temperature 90 celsius, time 6 hour. Yields the product S1C2=C(C=C1CNC1=CC(=NC(=N1)C)C=1C=C(C=CC1)C(C(=O)O)(C)C)C=CC=C2 (2-(3-{6-[(benzo[b]thiophen-2-ylmethyl)-amino]-2-methyl-pyrimidin-4-yl}-phenyl)-2-methyl-propionic acid). Isolated yield 15.3%. Reaction SMILES: [S:1]1[C:5]([CH2:6][NH:7][C:8]2[CH:13]=[C:12](Cl)[N:11]=[C:10]([CH3:15])[N:9]=2)=[CH:4][C:3]2[CH:16]=[CH:17][CH:18]=[CH:19][C:2]1=2.[C:20]([C:23]([C:26]1[CH:27]=[C:28](B(O)O)[CH:29]=[CH:30][CH:31]=1)([CH3:25])[CH3:24])([OH:22])=[O:21].C([O-])([O-])=O.[Cs+].[Cs+]>COCCOC.O.C1C=CC([P]([Pd]([P](C2C=CC=CC=2)(C2C=CC=CC=2)C2C=CC=CC=2)([P](C2C=CC=CC=2)(C2C=CC=CC=2)C2C=CC=CC=2)[P](C2C=CC=CC=2)(C2C=CC=CC=2)C2C=CC=CC=2)(C2C=CC=CC=2)C2C=CC=CC=2)=CC=1>[S:1]1[C:5]([CH2:6][NH:7][C:8]2[N:9]=[C:10]([CH3:15])[N:11]=[C:12]([C:28]3[CH:27]=[C:26]([C:23]([CH3:25])([CH3:24])[C:20]([OH:22])=[O:21])[CH:31]=[CH:30][CH:29]=3)[CH:13]=2)=[CH:4][C:3]2[CH:16]=[CH:17][CH:18]=[CH:19][C:2]1=2 |f:2.3.4,^1:51,53,72,91|. Reported procedure: Argon is bubbled through a mixture of benzo[b]thiophen-2-ylmethyl-(6-chloro-2-methyl-pyrimidin-4-yl)-amine [247 mg, 0.81 mmol], 3-(1-carboxy-1-methyl-ethyl)-phenyl boronic acid [304 mg, 1.46 mmol, see Example 49(b) step 2], Cs2CO3 (792 mg, 2.43 mmol), and tetrakis(triphenylphosphine)palladium (0) (92 mg, 0.08 mmol) in ethylene glycol dimethyl ether (2.5 mL) and water (0.5 mL), for a period of 10 minutes. The reaction vessel is sealed and heated to 90° C. After stirring for 6 hours the heating is... The reactants are CNC, CCN(C(C)C)C(C)C, ClCCl, Cl, CC(C)(C)NC(=O)c1sc2nc(-c3ccccc3)nc(-c3cccc(NC(=O)Oc4ccc([N+](=O)[O-])cc4)c3)c2c1N. Product: CN(C)C(=O)Nc1cccc(-c2nc(-c3ccccc3)nc3sc(C(=O)NC(C)(C)C)c(N)c23)c1. RXN SMILES: [CH3:2][NH:3][CH3:4].[CH:5]([N:6]([CH2:7][CH3:8])[CH:9]([CH3:10])[CH3:11])([CH3:12])[CH3:13].[Cl:56][CH2:57][Cl:58].[ClH:1].[NH2:14][c:15]1[c:16]([C:49](=[O:50])[NH:51][C:52]([CH3:53])([CH3:54])[CH3:55])[s:17][c:18]2[n:19][c:20](-[c:43]3[cH:44][cH:45][cH:46][cH:47][cH:48]3)[n:21][c:22](-[c:24]3[cH:25][c:26]([NH:30][C:31]([O:33][c:32]4[cH:34][cH:35][c:36]([N+:37]([O-:38])=[O:39])[cH:40][cH:41]4)=[O:42])[cH:27][cH:28][cH:29]3)[c:23]12>>[CH3:2][N:3]([CH3:4])[C:31]([NH:30][c:26]1[cH:25][c:24](-[c:22]2[n:21][c:20](-[c:43]3[cH:44][cH:45][cH:46][cH:47][cH:48]3)[n:19][c:18]3[s:17][c:16]([C:49](=[O:50])[NH:51][C:52]([CH3:53])([CH3:54])[CH3:55])[c:15]([NH2:14])[c:23]32)[cH:29][cH:28][cH:27]1)=[O:33]. Starting materials: ClC=1C(=NC=NC1Cl)N (5,6-dichloropyrimidin-4-amine), C1(=CC(=CC=C1)N)N (benzene-1,3-diamine), C(C1=CC=CC=C1)N1N=CC(=C1)B1OC(C(O1)(C)C)(C)C (1-benzyl-4-(4,4,5,5-tetramethyl-1,3,2-dioxaborolan-2-yl)-1H-pyrazole), C(C=C)(=O)Cl (acryloyl chloride). Product: NC1=C(C(=NC=N1)NC=1C=C(C=CC1)NC(C=C)=O)C=1C=NN(C1)CC1=CC=CC=C1 (N-(3-((6-amino-5-(1-benzyl-1H-pyrazol-4-yl)pyrimidin-4-yl)amino)phenyl)acrylamide). As a reaction SMILES: Cl[C:2]1[C:3]([NH2:9])=[N:4][CH:5]=[N:6][C:7]=1Cl.[C:10]1([NH2:17])[CH:15]=[CH:14][CH:13]=[C:12]([NH2:16])[CH:11]=1.[CH2:18]([N:25]1[CH:29]=[C:28](B2OC(C)(C)C(C)(C)O2)[CH:27]=[N:26]1)[C:19]1[CH:24]=[CH:23][CH:22]=[CH:21][CH:20]=1.[C:39](Cl)(=[O:42])[CH:40]=[CH2:41]>>[NH2:9][C:3]1[N:4]=[CH:5][N:6]=[C:7]([NH:16][C:12]2[CH:11]=[C:10]([NH:17][C:39](=[O:42])[CH:40]=[CH2:41])[CH:15]=[CH:14][CH:13]=2)[C:2]=1[C:28]1[CH:27]=[N:26][N:25]([CH2:18][C:19]2[CH:24]=[CH:23][CH:22]=[CH:21][CH:20]=2)[CH:29]=1. Reported procedure: N-(3-((6-amino-5-(1-benzyl-1H-pyrazol-4-yl)pyrimidin-4-yl)amino)phenyl)acrylamide was prepared from 5,6-dichloropyrimidin-4-amine, benzene-1,3-diamine, 1-benzyl-4-(4,4,5,5-tetramethyl-1,3,2-dioxaborolan-2-yl)-1H-pyrazole, and acryloyl chloride using methods H, C, and F. HPLC purity: 99%. MS: m/z=412 [M+H]+. 1H-NMR (DMSO-d6) δ 10.17 (s, 1H), 8.65 (s, 1H), 8.26 (s, 1H), 8.02 (s, 1H), 7.78 (s, 1H), 7.61 (s, 1H), 7.44-7.03 (m, 10H), 6.45 (dd, 1H), 6.26 (d, 1H), 5.76 (d, 1H), 5.39 (s, 2H). Reactants: BrC=1C=CC(=C(C#N)C1)N1C=NC(=C1)C (5-bromo-2-(4-methyl-imidazol-1-yl)-benzonitrile), COC1=CC=C(CN2N=C(N=C2)N)C=C1 (1-(4-methoxy-benzyl)-1H-[1,2,4]triazol-3-ylamine). The product is COC1=CC=C(CN2N=C(N=C2)NC=2C=CC(=C(C#N)C2)N2C=NC(=C2)C)C=C1 (5-[1-(4-Methoxy-benzyl)-1H-[1,2,4]triazol-3-ylamino]-2-(4-methyl-imidazol-1-yl)-benzonitrile), oil. RXN SMILES: Br[C:2]1[CH:3]=[CH:4][C:5]([N:10]2[CH:14]=[C:13]([CH3:15])[N:12]=[CH:11]2)=[C:6]([CH:9]=1)[C:7]#[N:8].[CH3:16][O:17][C:18]1[CH:30]=[CH:29][C:21]([CH2:22][N:23]2[CH:27]=[N:26][C:25]([NH2:28])=[N:24]2)=[CH:20][CH:19]=1>>[CH3:16][O:17][C:18]1[CH:19]=[CH:20][C:21]([CH2:22][N:23]2[CH:27]=[N:26][C:25]([NH:28][C:2]3[CH:3]=[CH:4][C:5]([N:10]4[CH:14]=[C:13]([CH3:15])[N:12]=[CH:11]4)=[C:6]([CH:9]=3)[C:7]#[N:8])=[N:24]2)=[CH:29][CH:30]=1. Reported procedure: Prepared in analogy to example 1b) starting with 5-bromo-2-(4-methyl-imidazol-1-yl)-benzonitrile and 1-(4-methoxy-benzyl)-1H-[1,2,4]triazol-3-ylamine. The title compound was obtained as a colorless oil (Yield=34%). MS ISP (m/e): 386.2 (100) [(M+H)+]. Yield: 34.0%.